From a dataset of the Open Reaction Database (ORD), a public repository of structured organic reaction records. describe an organic reaction: reactants, conditions, products, and yield Reactants: [OH-].[Na+] (sodium hydroxide), C1(CCCCC1)N=C=NC1CCCCC1 (dicyclohexylcarbodiimide), ON1N=NC2=C1C=CC=C2 (1-Hydroxybenzotriazole), C1(=CC=CC=C1)CCN (2-phenylethylamine), CN1CCOCC1 (N-methylmorpholine), Cl.CN(C1(CCC(CC1)=CC(=O)O)C1=CC=CC=C1)C ((4-dimethylamino-4-phenylcyclohexylidene)acetic acid hydrochloride). Run in O (water), CN(C=O)C (dimethylformamide). Reaction conditions: temperature 0 celsius, time 10 day. Product: CN(C1(CCC(CC1)=CC(=O)NCCC1=CC=CC=C1)C1=CC=CC=C1)C (2-(4-Dimethylamino-4-phenylcyclohexylidene)-N-phenylethyl-acetamide). Yield: 62.0%. As a reaction SMILES: ON1C2C=CC=CC=2N=N1.[C:11]1([CH2:17][CH2:18][NH2:19])[CH:16]=[CH:15][CH:14]=[CH:13][CH:12]=1.CN1CCOCC1.Cl.[CH3:28][N:29]([CH3:46])[C:30]1([C:40]2[CH:45]=[CH:44][CH:43]=[CH:42][CH:41]=2)[CH2:35][CH2:34][C:33](=[CH:36][C:37]([OH:39])=O)[CH2:32][CH2:31]1.C1(N=C=NC2CCCCC2)CCCCC1.[OH-].[Na+]>CN(C)C=O.O>[CH3:46][N:29]([CH3:28])[C:30]1([C:40]2[CH:45]=[CH:44][CH:43]=[CH:42][CH:41]=2)[CH2:31][CH2:32][C:33](=[CH:36][C:37]([NH:19][CH2:18][CH2:17][C:11]2[CH:16]=[CH:15][CH:14]=[CH:13][CH:12]=2)=[O:39])[CH2:34][CH2:35]1 |f:3.4,6.7|. Reported procedure: 1-Hydroxybenzotriazole (273 mg, 2.0 mmol), 2-phenylethylamine (0.125 ml, 1.0 mmol) and N-methylmorpholine (0.222 ml, 2.0 mmol) were added to a solution of (4-dimethylamino-4-phenylcyclohexylidene)acetic acid hydrochloride (296 mg, 1.0 mmol) in dry dimethylformamide (10 ml) under argon. The solution was cooled to 0° C. and dicyclohexylcarbodiimide (417 mg, 2.0 mmol) was added. The reaction mixture was stirred at RT for 10 d. Working up of the mixture was carried out by separating off the urea whi... Conditions: time 8 hour. Starting materials: C([O-])([O-])=O.[Na+].[Na+] (sodium carbonate), C1(=CC=CC=C1)CCC(C)O (4-phenylbutan-2-ol), C1C2CC3CC1C(C2)[NH+]3[O-] (Nor-AZADO), C(C)(=O)O (acetic acid), CC(C)OC(=O)/N=N/C(=O)OC(C)C (DIAD). As a reaction SMILES: C1(CC[CH:9]([OH:11])C)C=CC=CC=1.[CH2:12]1[CH:17]2C3[NH+:20]([O-:21])[CH:15]([CH2:16]2)[CH2:14][CH:13]1C3.C(O)(=[O:24])C.CC(OC(/N=N/C(OC(C)C)=O)=O)C.C(=O)([O-])[O-].[Na+].[Na+]>ClCCl>[N+:20]([C:15]1[CH:14]=[CH:13][C:12]([CH2:9][OH:11])=[CH:17][CH:16]=1)([O-:21])=[O:24] |f:4.5.6|. Product: [N+](=O)([O-])C1=CC=C(CO)C=C1 (4-nitrobenzyl alcohol). Procedure: A solution of 4-phenylbutan-2-ol (97.7 mg, 0.651 mmol), Nor-AZADO (0.90 mg, 6.51 μmol, 1 mol %) and acetic acid (37 μl, 0.651 mmol) in dichloromethane (0.65 ml) was added with DIAD (128 μl, 0.651 mmol, 1 equivalent), and the mixture was stirred for 8 hours under reflux by heating. The reaction mixture was added with saturated aqueous sodium carbonate (2 ml), and the mixture was extracted with dichloromethane. The organic layer was dried over sodium sulfate, and then concentrated under reduced pr... Solvent: ClCCl (dichloromethane). Reactants: COc1ccnc2c1cc1ccnc(NC(C)=O)n12, ClCCl, O=C1CCC(=O)N1I. The product is COc1ccnc2c1c(I)c1ccnc(NC(C)=O)n12. Reaction SMILES: [C:9]([CH3:10])(=[O:11])[NH:12][c:13]1[n:14][cH:15][cH:16][c:17]2[n:18]1[c:19]1[c:20]([cH:21]2)[c:22]([O:26][CH3:27])[cH:23][cH:24][n:25]1.[Cl:28][CH2:29][Cl:30].[O:1]=[C:2]1[N:3]([I:8])[C:4](=[O:5])[CH2:6][CH2:7]1>>[I:8][c:21]1[c:17]2[cH:16][cH:15][n:14][c:13]([NH:12][C:9]([CH3:10])=[O:11])[n:18]2[c:19]2[c:20]1[c:22]([O:26][CH3:27])[cH:23][cH:24][n:25]2. Reactants: crude material, solution, CN (methylamine), C(C=C)N1C(N(CCC1)C1=C(C=CC(=C1)Cl)C)=S (3-Allyl-1-(5-chloro-2-methyl-phenyl)-3,4,5,6-tetrahydro-pyrimidine-2(1H)-thione). Run in ClCCl (dichloromethane), C(C)O (ethanol). Run at time 18 hour. Yields the product ClC=1C=CC(=C(C1)NCCCNC)C (N′-(5-Chloro-2-methyl-phenyl)-N-methyl-propane-1,3-diamine). Isolated yield 68.6%. As a reaction SMILES: CN.[CH2:3]([N:6]1[CH2:11][CH2:10][CH2:9][N:8]([C:12]2[CH:17]=[C:16]([Cl:18])[CH:15]=[CH:14][C:13]=2[CH3:19])C1=S)C=C>C(O)C.ClCCl>[Cl:18][C:16]1[CH:15]=[CH:14][C:13]([CH3:19])=[C:12]([NH:8][CH2:9][CH2:10][CH2:11][NH:6][CH3:3])[CH:17]=1. Reported procedure: To an 8.03 M solution of methylamine in ethanol (27 mL) was added the hydrobromide salt of Example 8, Step B (7.5 g). The reaction was stirred at ambient temperature for 18 hours. The solvent was removed in vacuo and the residue partitioned between dichloromethane and 1N sodium hydroxide. The organic phase was washed with brine, dried over sodium sulfate and concentrated in vacuo to give a brown oil. The crude material was dissolved in dichloromethane and absorbed onto a column of Merck-60 flash... The reactants are C(C1=CC=CC=C1)(=O)C=1C=CC=C2C(=CNC12)Cl (7-benzoyl-3-chloro-indole), P(O)(O)(O)=O (phosphoric acid). Procedure details: The process as defined in claim 7 wherein 7-benzoyl-3-chloro-indole is hydrolyzed with phosphoric acid in a solvent at reflux temperature to produce 7-benzoylindolin-2-one. Reaction SMILES: [C:1]([C:9]1[CH:10]=[CH:11][CH:12]=[C:13]2[C:17]=1[NH:16][CH:15]=[C:14]2Cl)(=[O:8])[C:2]1[CH:7]=[CH:6][CH:5]=[CH:4][CH:3]=1.P(=O)(O)(O)[OH:20]>>[C:1]([C:9]1[CH:10]=[CH:11][CH:12]=[C:13]2[C:17]=1[NH:16][C:15](=[O:20])[CH2:14]2)(=[O:8])[C:2]1[CH:7]=[CH:6][CH:5]=[CH:4][CH:3]=1. Yields the product C(C1=CC=CC=C1)(=O)C=1C=CC=C2CC(NC12)=O (7-benzoylindolin-2-one). Starting materials: C1(=CC=C(C=C1)S(=O)[O-])C.[Na+] (sodium p-toluenesulfinate), CN1C(=CC=C1)C=O (1-methylpyrrole-2-carboxaldehyde). Product: C(C)N1C(=CC2=CC=CC=C12)C (1-ethyl-2-methyl-1H-indole). Isolated yield 94.0%. Reaction SMILES: [C:1]1([CH3:10])[CH:6]=[CH:5][C:4](S([O-])=O)=[CH:3][CH:2]=1.[Na+].C[N:13]1[CH:17]=[CH:16][CH:15]=[C:14]1C=O>>[CH2:17]([N:13]1[C:6]2[C:1](=[CH:2][CH:3]=[CH:4][CH:5]=2)[CH:10]=[C:14]1[CH3:15])[CH3:16] |f:0.1|. Procedure details: Following a procedure similar to that described in Example 1A but employing 6.3 g. of 85% sodium p-toluenesulfinate, 2.2 g. of 98% 1-methylpyrrole-2-carboxaldehyde and 3.8 g. of 94% 1-ethyl-2-methyl-1H-indole, there was obtained 8.4 g. of 3-[(1-methyl-2-pyrrolyl)(4-methylphenylsulfonyl)methyl]-1-ethyl-2-methyl-1H-indole, m.p. 180° C. The reactants are COC(=O)C1CSC(CC(NC(=O)OC(C)(C)C)C(=O)OCc2ccccc2)N1, CN(C)c1ccncc1, c1ccncc1. Product: COC(=O)C1CSC2CC(NC(=O)OC(C)(C)C)C(=O)N21. RXN SMILES: [CH3:1][O:2][C:3](=[O:4])[CH:5]1[NH:6][CH:7]([CH2:10][CH:11]([NH:12][C:13](=[O:14])[O:15][C:16]([CH3:17])([CH3:18])[CH3:19])[C:20]([O:22][CH2:21][c:23]2[cH:24][cH:25][cH:26][cH:27][cH:28]2)=[O:29])[S:8][CH2:9]1.[CH3:36][N:37]([c:38]1[cH:39][cH:40][n:41][cH:42][cH:43]1)[CH3:44].[cH:30]1[cH:31][cH:32][n:33][cH:34][cH:35]1>>[CH3:1][O:2][C:3](=[O:4])[CH:5]1[N:6]2[CH:7]([S:8][CH2:9]1)[CH2:10][CH:11]([NH:12][C:13](=[O:14])[O:15][C:16]([CH3:17])([CH3:18])[CH3:19])[C:20]2=[O:22]. The reactants are C(C)(=O)Cl (Acetyl chloride), NC=1C=C(C(=O)NNC(=O)C=2OC=C(C2C2=CC=CC=C2)C2=CC=CC=C2)C=CC1O (3,4-diphenyl-2-furancarboxylic acid 2-(3-amino-4-hydroxybenzoyl)hydrazide), C(C)N(C(C)C)C(C)C (ethyldiisopropylamine). Solvent: O1CCOCC1 (dioxane). Conditions: temperature 25 celsius, time 9 day. The product is C(C)(=O)NC=1C=C(C(=O)NNC(=O)C=2OC=C(C2C2=CC=CC=C2)C2=CC=CC=C2)C=CC1O (3,4-diphenyl-2-furancarboxylic acid 2-(3-acetylamino-4-hydroxybenzoyl)hydrazide). As a reaction SMILES: [C:1](Cl)(=[O:3])[CH3:2].[NH2:5][C:6]1[CH:7]=[C:8]([CH:32]=[CH:33][C:34]=1[OH:35])[C:9]([NH:11][NH:12][C:13]([C:15]1[O:16][CH:17]=[C:18]([C:26]2[CH:31]=[CH:30][CH:29]=[CH:28][CH:27]=2)[C:19]=1[C:20]1[CH:25]=[CH:24][CH:23]=[CH:22][CH:21]=1)=[O:14])=[O:10].C(N(C(C)C)C(C)C)C>O1CCOCC1>[C:1]([NH:5][C:6]1[CH:7]=[C:8]([CH:32]=[CH:33][C:34]=1[OH:35])[C:9]([NH:11][NH:12][C:13]([C:15]1[O:16][CH:17]=[C:18]([C:26]2[CH:27]=[CH:28][CH:29]=[CH:30][CH:31]=2)[C:19]=1[C:20]1[CH:21]=[CH:22][CH:23]=[CH:24][CH:25]=1)=[O:14])=[O:10])(=[O:3])[CH3:2]. Reported procedure: Acetyl chloride (0.17 ml) was added to a mixture of the compound of Example 42 (0.83 g), ethyldiisopropylamine (1.05 ml) and dioxane (10 ml) at 0° C., allowed to be warmed to 25° C. and stirred for 9 days. The solvent was evaporated under reduced pressure. The residue was diluted with ethyl acetate and washed with 1 M hydrochloric acid and saturated brine. The organic layer was dried over MgSO4, and the solvent was evaporated under reduced pressure. The residue was purified by silica gel column ...